This data is from the Open Reaction Database (ORD), a public repository of structured organic reaction records. The task is: describe an organic reaction: reactants, conditions, products, and yield Reactants: [BH4-], CCO, COc1cccc(C(C#N)=Cc2ccc(C)c(C)c2)c1, [Na+]. Yields the product COc1cccc(C(C#N)Cc2ccc(C)c(C)c2)c1. As a reaction SMILES: [BH4-:1].[CH3:23][CH2:24][OH:25].[CH3:3][c:4]1[cH:5][c:6]([CH:11]=[C:12]([C:13]#[N:14])[c:15]2[cH:16][c:17]([O:21][CH3:22])[cH:18][cH:19][cH:20]2)[cH:7][cH:8][c:9]1[CH3:10].[Na+:2]>>[CH3:3][c:4]1[cH:5][c:6]([CH2:11][CH:12]([C:13]#[N:14])[c:15]2[cH:16][c:17]([O:21][CH3:22])[cH:18][cH:19][cH:20]2)[cH:7][cH:8][c:9]1[CH3:10]. Starting materials: CC(=O)CCl, ClC(Cl)Cl, c1ccc(P(c2ccccc2)c2ccccc2)cc1. Yields the product CC(=O)C=P(c1ccccc1)(c1ccccc1)c1ccccc1. As a reaction SMILES: [CH3:20][C:21](=[O:22])[CH2:23][Cl:24].[CH:25]([Cl:26])([Cl:27])[Cl:28].[c:1]1([P:7]([c:8]2[cH:9][cH:10][cH:11][cH:12][cH:13]2)[c:14]2[cH:15][cH:16][cH:17][cH:18][cH:19]2)[cH:2][cH:3][cH:4][cH:5][cH:6]1>>[c:1]1([P:7]([c:8]2[cH:9][cH:10][cH:11][cH:12][cH:13]2)([c:14]2[cH:15][cH:16][cH:17][cH:18][cH:19]2)=[CH:23][C:21]([CH3:20])=[O:22])[cH:2][cH:3][cH:4][cH:5][cH:6]1. Reactants: CC1=NC=C(C(=C1O)CO)CC(C(=O)OCC)C(=O)OCC (diethyl (2-methyl-3-hydroxy-4-hydroxymethyl-5-pyridylmethyl)malonate), XXIX. Run in [OH-].[Na+] (NaOH), C(C)O (ethanol). Reaction conditions: time 1 hour. Product: CC1=NC=C(C(=C1O)CO)CC(C(=O)O)C(=O)O ((2-methyl-3-hydroxy-4-hydroxymethyl-5-pyridylmethyl)malonic acid). As a reaction SMILES: [CH3:1][C:2]1[C:7]([OH:8])=[C:6]([CH2:9][OH:10])[C:5]([CH2:11][CH:12]([C:18]([O:20]CC)=[O:19])[C:13]([O:15]CC)=[O:14])=[CH:4][N:3]=1>[OH-].[Na+].C(O)C>[CH3:1][C:2]1[C:7]([OH:8])=[C:6]([CH2:9][OH:10])[C:5]([CH2:11][CH:12]([C:18]([OH:20])=[O:19])[C:13]([OH:15])=[O:14])=[CH:4][N:3]=1 |f:1.2|. Reported procedure: The product of Example 25, of structure XXIX (620 mg, 2.0 mmol) was dissolved in aqueous NaOH (2 M, 4 mL) and stirred at room temperature for 1 hour. The reaction was quenched by adding 6 N HCl to give pH 4 to 5. The solution was diluted with 95% ethanol, separated from the precipitated salts and evaporated to give 540 mg.